The task is: describe an organic reaction: reactants, conditions, products, and yield. This data is from the Open Reaction Database (ORD), a public repository of structured organic reaction records. Reactants: CCC(NS(=O)C(C)(C)C)c1ccnc(C(N)=O)c1, CO, Cl. Yields the product CCC(N)c1ccnc(C(N)=O)c1. As a reaction SMILES: [CH3:1][C:2]([S:3](=[O:4])[NH:7][CH:8]([CH2:9][CH3:10])[c:11]1[cH:12][c:13]([C:17](=[O:18])[NH2:19])[n:14][cH:15][cH:16]1)([CH3:5])[CH3:6].[CH3:21][OH:22].[ClH:20]>>[NH2:7][CH:8]([CH2:9][CH3:10])[c:11]1[cH:12][c:13]([C:17](=[O:18])[NH2:19])[n:14][cH:15][cH:16]1.